describe an organic reaction: reactants, conditions, products, and yield From a dataset of the Open Reaction Database (ORD), a public repository of structured organic reaction records. Starting materials: CN1N=NC(=C1COC1=NC=C(C(=O)O)C=C1)C1=NC=CC=C1 (6-(3-methyl-5-pyridin-2-yl-3H-[1,2,3]triazol-4-ylmethoxy)-nicotinic acid), C(O)CN (ethanolamine). Yields the product OCCNC(C1=CN=C(C=C1)OCC=1N(N=NC1C1=NC=CC=C1)C)=O (N-(2-Hydroxy-ethyl)-6-(3-methyl-5-pyridin-2-yl-3H-[1,2,3]triazol-4-ylmethoxy)-nicotinamide). The yield is 90.0%. Reaction SMILES: [CH3:1][N:2]1[C:6]([CH2:7][O:8][C:9]2[CH:17]=[CH:16][C:12]([C:13]([OH:15])=O)=[CH:11][N:10]=2)=[C:5]([C:18]2[CH:23]=[CH:22][CH:21]=[CH:20][N:19]=2)[N:4]=[N:3]1.[CH2:24]([CH2:26][NH2:27])[OH:25]>>[OH:25][CH2:24][CH2:26][NH:27][C:13](=[O:15])[C:12]1[CH:16]=[CH:17][C:9]([O:8][CH2:7][C:6]2[N:2]([CH3:1])[N:3]=[N:4][C:5]=2[C:18]2[CH:23]=[CH:22][CH:21]=[CH:20][N:19]=2)=[N:10][CH:11]=1. Procedure: As described for example 26b, 6-(3-methyl-5-pyridin-2-yl-3H-[1,2,3]triazol-4-ylmethoxy)-nicotinic acid (80 mg, 0.26 mmol) was converted, using ethanolamine instead of 4-aminotetrahydropyran, to the title compound (82 mg, 90%) which was obtained as an off white solid. MS: m/e=355.2 [M+H]+. The yield is 100.0%. Solvent: [Cl-].[Na+].O (brine), O1CCCC1 (tetrahydrofuran), O1CCCC1 (tetrahydrofuran). Reaction SMILES: [C:1]1([S:7]([N:10]2[C:14]3=[N:15][CH:16]=[C:17]([F:19])[CH:18]=[C:13]3[CH:12]=[C:11]2[C:20]([C:27]2[CH:32]=[CH:31][C:30]([C:33](=[O:35])[CH3:34])=[CH:29][CH:28]=2)=[CH:21][CH:22]2[CH2:26][CH2:25][CH2:24][CH2:23]2)(=[O:9])=[O:8])[CH:6]=[CH:5][CH:4]=[CH:3][CH:2]=1.[CH3:36][Mg]Cl>O1CCCC1.[Cl-].[Na+].O>[C:1]1([S:7]([N:10]2[C:14]3=[N:15][CH:16]=[C:17]([F:19])[CH:18]=[C:13]3[CH:12]=[C:11]2[C:20]([C:27]2[CH:28]=[CH:29][C:30]([C:33]([OH:35])([CH3:36])[CH3:34])=[CH:31][CH:32]=2)=[CH:21][CH:22]2[CH2:26][CH2:25][CH2:24][CH2:23]2)(=[O:9])=[O:8])[CH:2]=[CH:3][CH:4]=[CH:5][CH:6]=1 |f:3.4.5|. Procedure details: To a solution of 1-{4-[1-(1-benzenesulfonyl-5-fluoro-1H-pyrrolo[2,3-b]pyridin-2-yl)-2-cyclopentyl-vinyl]-phenyl}-ethanone (210 mg, 0.43 mmol) in anhydrous tetrahydrofuran (5 mL) at 0° C. was added methylmagnesium chloride in tetrahydrofuran (3 M, 0.43 ml, 1.29 mmol) dropwise. After stirring for 2 h at 0° C., the reaction mixture was poured into brine (15 mL), extracted with ethyl acetate (2×50 mL), dried over anhydrous sodium sulfate and then concentrated in vacuo. Purification by flash column c... Run at temperature 0 celsius, time 2 hour. Starting materials: C1(=CC=CC=C1)S(=O)(=O)N1C(=CC=2C1=NC=C(C2)F)C(=CC2CCCC2)C2=CC=C(C=C2)C(C)=O (1-{4-[1-(1-benzenesulfonyl-5-fluoro-1H-pyrrolo[2,3-b]pyridin-2-yl)-2-cyclopentyl-vinyl]-phenyl}-ethanone), C[Mg]Cl (methylmagnesium chloride). The product is C1(=CC=CC=C1)S(=O)(=O)N1C(=CC=2C1=NC=C(C2)F)C(=CC2CCCC2)C2=CC=C(C=C2)C(C)(C)O (2-{4-[1-(1-benzenesulfonyl-5-fluoro-1H-pyrrolo[2,3-b]pyridin-2-yl)-2-cyclopentyl-vinyl]-phenyl}-propan-2-ol). The reactants are CC(C)S(=O)(=O)N (2-propanesulfonamide), CN(C=O)C (dimethylformamide), [H-].[Na+] (sodium hydride), ClC=1C=C(C=CC1Cl)N=C=O (3,4-dichlorophenyl isocyanate). Run in C1CCOC1 (THF), C1CCOC1 (THF). Reaction conditions: time 2 hour. Yields the product ClC=1C=C(C=CC1Cl)NC(=O)NS(=O)(=O)C(C)C (N-(3,4-dichlorophenyl)-N'-2propanesulfonylurea). Yield: 44.1%. RXN SMILES: [CH3:1][CH:2]([S:4]([NH2:7])(=[O:6])=[O:5])[CH3:3].CN(C)C=O.[H-].[Na+].[Cl:15][C:16]1[CH:17]=[C:18]([N:23]=[C:24]=[O:25])[CH:19]=[CH:20][C:21]=1[Cl:22]>C1COCC1>[Cl:15][C:16]1[CH:17]=[C:18]([NH:23][C:24]([NH:7][S:4]([CH:2]([CH3:3])[CH3:1])(=[O:6])=[O:5])=[O:25])[CH:19]=[CH:20][C:21]=1[Cl:22] |f:2.3|. Procedure details: 2-propanesulfonamide (4.40 g) was combined with THF (150 ml) and then dimethylformamide (40 ml) and sodium hydride (2.1 g) were added and the mixture stirred two hours at room temperature. To the mixture was added 3,4-dichlorophenyl isocyanate (7.52 g) in THF (50 ml) and the mixture stirred overnight. The solvent was removed under vacuum, water was added and the mixture filtered. The filtrate was evaporated and then more water introduced when crystals did not form. The solution was made acidic a... Starting materials: C1(=CC=C(C=C1)S(=O)(=O)O)C (p-toluenesulphonic acid), CC(=O)C (acetone), O[C@@H]1[C@@H]([C@H](NC=2C=3N(C=CC12)C=C(N3)C)C3=CC=CC=C3)O ((7S,8R,9R)-7,8-dihydroxy-2-methyl-9-phenyl-7.8.9.10-tetrahydroimidazo[1.2-h][1.7]naphthyridine). Solvent: COC(C)(C)OC (dimethoxypropane). Conditions: temperature 25 celsius, time 96 hour. Yields the product O[C@@H]1[C@H](NC=2C=3N(C=CC2[C@H]1OC)C=C(N3)C)C3=CC=CC=C3 ((7R,8R,9R)-8-Hydroxy-7-methoxy-2-methyl-9-phenyl-7.8.9.10-tetrahydroimidazo[1.2-h][1.7]naphthyridine). As a reaction SMILES: [OH:1][C@H:2]1[C:11]2[CH:10]=[CH:9][N:8]3[CH:12]=[C:13]([CH3:15])[N:14]=[C:7]3[C:6]=2[NH:5][C@H:4]([C:16]2[CH:21]=[CH:20][CH:19]=[CH:18][CH:17]=2)[C@H:3]1[OH:22].[C:23]1(C)C=CC(S(O)(=O)=O)=CC=1.CC(C)=O>COC(OC)(C)C>[OH:22][C@H:3]1[C@H:2]([O:1][CH3:23])[C:11]2[CH:10]=[CH:9][N:8]3[CH:12]=[C:13]([CH3:15])[N:14]=[C:7]3[C:6]=2[NH:5][C@@H:4]1[C:16]1[CH:21]=[CH:20][CH:19]=[CH:18][CH:17]=1. Procedure: To a suspension of 0.62 g (2.10 mmol) (7S,8R,9R)-7,8-dihydroxy-2-methyl-9-phenyl-7.8.9.10-tetrahydroimidazo[1.2-h][1.7]naphthyridine in dimethoxypropane is added 0.51 g (26.2 mmol) p-toluenesulphonic acid and acetone (4.0 ml). The mixture is stirred for 6 h at 60° C. and 96 h at 25° C. The reaction is quenched by adding of saturated aqueous sodium hydrogen carbonate solution. Subsequently the mixture is extracted twice with dichloromethane. The combined organic layers are washed with brine, drie... The reactants are CC(=O)O, CCc1ccc(Nc2nc(OCc3ccccc3)ccc2[N+](=O)[O-])cc1, [Zn]. The product is CCc1ccc(Nc2nc(OCc3ccccc3)ccc2N)cc1. RXN SMILES: [C:27]([OH:28])(=[O:29])[CH3:30].[CH2:1]([c:2]1[cH:3][cH:4][cH:5][cH:6][cH:7]1)[O:8][c:9]1[cH:10][cH:11][c:12]([N+:24]([O-:25])=[O:26])[c:13]([NH:15][c:16]2[cH:17][cH:18][c:19]([CH2:22][CH3:23])[cH:20][cH:21]2)[n:14]1.[Zn:31]>>[CH2:1]([c:2]1[cH:3][cH:4][cH:5][cH:6][cH:7]1)[O:8][c:9]1[cH:10][cH:11][c:12]([NH2:24])[c:13]([NH:15][c:16]2[cH:17][cH:18][c:19]([CH2:22][CH3:23])[cH:20][cH:21]2)[n:14]1. Reactants: C(#N)C=1C=2N(C=CC1)C=C(N2)C2=CC=C(C(=O)NCCC(=O)OCC1=CC=CC=C1)C=C2 (benzyl 3-[4-(8-cyanoimidazo[1,2-a]pyridin-2-yl)benzamido]propionate), Cl.NO (hydroxylamine hydrochloride), C(=O)([O-])[O-].[K+].[K+] (K2CO3). The solvent is CO (methanol). Product: C(#N)C=1C=2N(C=CC1)C=C(N2)C2=CC=C(C(=O)NCCC(=O)O)C=C2 (3-[4-(8-cyanoimidazo[1,2-a]pyridin-2-yl)benzamido]propionic acid). Reaction SMILES: [C:1]([C:3]1[C:4]2[N:5]([CH:9]=[C:10]([C:12]3[CH:32]=[CH:31][C:15]([C:16]([NH:18][CH2:19][CH2:20][C:21]([O:23]CC4C=CC=CC=4)=[O:22])=[O:17])=[CH:14][CH:13]=3)[N:11]=2)[CH:6]=[CH:7][CH:8]=1)#[N:2].Cl.NO.C([O-])([O-])=O.[K+].[K+]>CO>[C:1]([C:3]1[C:4]2[N:5]([CH:9]=[C:10]([C:12]3[CH:13]=[CH:14][C:15]([C:16]([NH:18][CH2:19][CH2:20][C:21]([OH:23])=[O:22])=[O:17])=[CH:31][CH:32]=3)[N:11]=2)[CH:6]=[CH:7][CH:8]=1)#[N:2] |f:1.2,3.4.5|. Procedure details: 0.55 g of benzyl 3-[4-(8-cyanoimidazo[1,2-a]pyridin-2-yl)benzamido]propionate [obtainable by reacting 4-(8-cyanoimidazo[1,2-a]pyridin-2-yl)benzoic acid with benzyl 3-aminopropionate as in Example 32] is boiled in 30 ml of methanol with 0.27 g of hydroxylamine hydrochloride in the presence of 0.72 g of K2CO3 for 4 h. After cooling, the precipitate is filtered off with suction and washed successively with water and methanol. 3-[4-(8-cyanoimidazo[1,2-a]pyridin-2-yl)benzamido]propionic acid, m.p. 21... As a reaction SMILES: [CH:1]1([NH:7][S:8]([CH2:11][C:12]2[CH:17]=[CH:16][C:15]([N+:18]([O-])=O)=[CH:14][CH:13]=2)(=[O:10])=[O:9])[CH2:6][CH2:5][CH2:4][CH2:3][CH2:2]1>C(O)(C)C>[NH2:18][C:15]1[CH:16]=[CH:17][C:12]([CH2:11][S:8]([NH:7][CH:1]2[CH2:2][CH2:3][CH2:4][CH2:5][CH2:6]2)(=[O:10])=[O:9])=[CH:13][CH:14]=1. Reactants: C1(CCCCC1)NS(=O)(=O)CC1=CC=C(C=C1)[N+](=O)[O-] (N-Cyclohexyl-4-nitrobenzenemethanesulphonamide). Yield: 86.9%. The solvent is C(C)(C)O (isopropanol). Procedure details: By a procedure similar to that described in example 9(b) the product of stage (a) (6.4 g) was hydrogenated to give the title compound (5.0 g), m.p. 141°-143° (from isopropanol). Product: NC1=CC=C(C=C1)CS(=O)(=O)NC1CCCCC1 (4-Amino-N-cyclohexylbenzenemethanesulphonamide). The reactants are ( C ), C(#N)C=1C=C(C=C2C(N(C=NC12)C=1C=C(C(=O)OC)C=CC1C)=O)N1CCN(CC1)CC (methyl 3-[8-cyano-6-(4-ethylpiperazin-1-yl)-4-oxoquinazolin-3(4H)-yl]-4-methylbenzoate), [OH-].[Na+] (NaOH). Product: C(#N)C=1C=C(C=C2C(N(C=NC12)C=1C=C(C(=O)O)C=CC1C)=O)N1CCN(CC1)CC (3-[8-cyano-6-(4-ethylpiperazin-1-yl)-4-oxoquinazolin-3(4H)-yl]-4-methylbenzoic acid). RXN SMILES: [C:1]([C:3]1[CH:4]=[C:5]([N:25]2[CH2:30][CH2:29][N:28]([CH2:31][CH3:32])[CH2:27][CH2:26]2)[CH:6]=[C:7]2[C:12]=1[N:11]=[CH:10][N:9]([C:13]1[CH:14]=[C:15]([CH:20]=[CH:21][C:22]=1[CH3:23])[C:16]([O:18]C)=[O:17])[C:8]2=[O:24])#[N:2].[OH-].[Na+]>>[C:1]([C:3]1[CH:4]=[C:5]([N:25]2[CH2:26][CH2:27][N:28]([CH2:31][CH3:32])[CH2:29][CH2:30]2)[CH:6]=[C:7]2[C:12]=1[N:11]=[CH:10][N:9]([C:13]1[CH:14]=[C:15]([CH:20]=[CH:21][C:22]=1[CH3:23])[C:16]([OH:18])=[O:17])[C:8]2=[O:24])#[N:2] |f:1.2|. Procedure: Using an analogous procedure to that described paragraph (C) in the portion of Example 1 which is concerned with the preparation of starting material methyl 3-[8-cyano-6-(4-ethylpiperazin-1-yl)-4-oxoquinazolin-3(4H)-yl]-4-methylbenzoate was hydrolysed with 1N NaOH to give 3-[8-cyano-6-(4-ethylpiperazin-1-yl)-4-oxoquinazolin-3(4H)-yl]-4-methylbenzoic acid; Mass Spectrum: M+H+ 418. Starting materials: CC(=O)Cl, FC(F)(F)c1ccccc1-c1ccc(CN2CCNC(Cc3ccccc3)C2)cc1, CCN(C(C)C)C(C)C, ClCCl. Reaction SMILES: [C:31]([CH3:32])(=[O:33])[Cl:34].[CH2:1]([c:2]1[cH:3][cH:4][cH:5][cH:6][cH:7]1)[CH:8]1[CH2:9][N:10]([CH2:14][c:15]2[cH:16][cH:17][c:18](-[c:21]3[c:22]([C:27]([F:28])([F:29])[F:30])[cH:23][cH:24][cH:25][cH:26]3)[cH:19][cH:20]2)[CH2:11][CH2:12][NH:13]1.[CH:35]([N:36]([CH2:37][CH3:38])[CH:39]([CH3:40])[CH3:41])([CH3:42])[CH3:43].[Cl:44][CH2:45][Cl:46]>>[CH2:1]([c:2]1[cH:3][cH:4][cH:5][cH:6][cH:7]1)[CH:8]1[CH2:9][N:10]([CH2:14][c:15]2[cH:16][cH:17][c:18](-[c:21]3[c:22]([C:27]([F:28])([F:29])[F:30])[cH:23][cH:24][cH:25][cH:26]3)[cH:19][cH:20]2)[CH2:11][CH2:12][N:13]1[C:31]([CH3:32])=[O:33]. Yields the product CC(=O)N1CCN(Cc2ccc(-c3ccccc3C(F)(F)F)cc2)CC1Cc1ccccc1.